From a dataset of the Open Reaction Database (ORD), a public repository of structured organic reaction records. describe an organic reaction: reactants, conditions, products, and yield Starting materials: resultant mixture, C(O)([O-])=O.[Na+] (sodium hydrogencarbonate), ClC1=CC=C(C=2C=CC=NC12)S(=O)(=O)O (8-chloro-5-quinolinesulfonic acid), S(=O)(Cl)Cl (thionyl chloride), CN(C=O)C (dimethylformamide). Solvent: ice water. Run at time 2 hour. The product is OCCNS(=O)(=O)C=1C=2C=CC=NC2C(=CC1)Cl (N-(2-hydroxyethyl)-8-chloro-5-quinolinesulfonamide). Isolated yield 84.0%. As a reaction SMILES: [Cl:1][C:2]1[C:11]2[N:10]=[CH:9][CH:8]=[CH:7][C:6]=2[C:5]([S:12]([OH:15])(=[O:14])=O)=[CH:4][CH:3]=1.S(Cl)(Cl)=O.[C:20](=[O:23])([O-])O.[Na+].[CH3:25][N:26](C)C=O>>[OH:23][CH2:20][CH2:25][NH:26][S:12]([C:5]1[C:6]2[CH:7]=[CH:8][CH:9]=[N:10][C:11]=2[C:2]([Cl:1])=[CH:3][CH:4]=1)(=[O:14])=[O:15] |f:2.3|. Reported procedure: To 14.2 g of 8-chloro-5-quinolinesulfonic acid were added 142 ml of thionyl chloride and 1.42 ml of dimethylformamide. The resultant mixture was heated under reflux for 3 hours and the thionyl chloride was removed by distillation under reduced pressure to obtain a residue. The thus obtained residue was dissolved in 100 ml of ice water and adjusted to pH 6 with a saturated aqueous sodium hydrogencarbonate solution, followed by extraction with 100 ml of dichloromethane. The dichloromethane layer w... Starting materials: OC=1C=C(C=C2N3CC4NC4C(C(C12)CO)(O3)O)C=O (6,9-dihydroxy-8-hydroxymethyl-14-oxa-1,11-diazatetracyclo[7.4.1.02,7.010,12 ]tetradeca-2,4,6-triene-4-carbaldehyde), C(C)(=O)OC(C)=O (acetic anhydride). The solvent is CO (methanol). Reaction conditions: time 1 hour. Yields the product C(C)(=O)N1C2C3(C(C4=C(C=C(C=C4N(CC12)O3)C=O)O)CO)O (11-acetyl-6,9-dihydroxy-8-hydroxymethyl-14-oxa-1,11-diazatetracyclo[7.4.1.02,7.010,12 ]tetradeca-2,4,6-triene-4-carbaldehyde). Reaction SMILES: [OH:1][C:2]1[CH:3]=[C:4]([CH:19]=[O:20])[CH:5]=[C:6]2[C:14]=1[CH:13]([CH2:15][OH:16])[C:12]1([OH:18])[O:17][N:7]2[CH2:8][CH:9]2[CH:11]1[NH:10]2.[C:21](OC(=O)C)(=[O:23])[CH3:22]>CO>[C:21]([N:10]1[CH:9]2[CH:11]1[C:12]1([OH:18])[O:17][N:7]([CH2:8]2)[C:6]2[C:14](=[C:2]([OH:1])[CH:3]=[C:4]([CH:19]=[O:20])[CH:5]=2)[CH:13]1[CH2:15][OH:16])(=[O:23])[CH3:22]. Procedure: To a solution of 6,9-dihydroxy-8-hydroxymethyl-14-oxa-1,11-diazatetracyclo[7.4.1.02,7.010,12 ]tetradeca-2,4,6-triene-4-carbaldehyde (98 mg) in methanol (3 ml) was added acetic anhydride (40 μl). The mixture was stirred for 1 hour at ambient temperature and evaporated in vacuo. The residue was subjected to preparative thin layer chromotography, which was developed with a mixture of chloroform and methanol (10:1, v/v) to afford 11-acetyl-6,9-dihydroxy-8-hydroxymethyl-14-oxa-1,11-diazatetracyclo[7....